Dataset: the Open Reaction Database (ORD), a public repository of structured organic reaction records. Task: describe an organic reaction: reactants, conditions, products, and yield The reactants are CC(C)([O-])C.[K+] (Potassium tert-butoxide), NC1=CC(=C(C=C1)O)C (4-amino-2-methyl-phenol), ClC1=NC=CC(=C1)Cl (2,4-Dichloro-pyridine). Solvent: CC(=O)N(C)C (dimethylacetamide). Conditions: time 30 minute. The product is ClC1=NC=CC(=C1)OC1=C(C=C(C=C1)N)C (4-(2-chloropyridin-4-yloxy)-3-methylbenzenamine). Isolated yield 61.3%. RXN SMILES: [NH2:1][C:2]1[CH:7]=[CH:6][C:5]([OH:8])=[C:4]([CH3:9])[CH:3]=1.CC(C)([O-])C.[K+].[Cl:16][C:17]1[CH:22]=[C:21](Cl)[CH:20]=[CH:19][N:18]=1>CC(N(C)C)=O>[Cl:16][C:17]1[CH:22]=[C:21]([O:8][C:5]2[CH:6]=[CH:7][C:2]([NH2:1])=[CH:3][C:4]=2[CH3:9])[CH:20]=[CH:19][N:18]=1 |f:1.2|. Procedure details: A solution of 4-amino-2-methyl-phenol (4.25 g, 34.5 mmol) in dimethylacetamide (50 mL) was degassed in vacuo and blanketed with argon. Potassium tert-butoxide (5.0 g, 44.6 mmol) was added and the reaction mixture was de-gassed a second time and stirred at RT under argon for 30 min. 2,4-Dichloro-pyridine (4.6 g, 31.3 mmol) was added and the mixture was heated to 100° C. overnight. The solvent was removed under reduced pressure and the residue was purified by silica gel chromatography to give 4-(2...